Dataset: the Open Reaction Database (ORD), a public repository of structured organic reaction records. Task: describe an organic reaction: reactants, conditions, products, and yield Product: C(C1=CC=CC=C1)SC(CNC(=O)C=1N(C2=C(C=CC=C2C1)N(S(=O)(=O)C1=NC=CC=C1)C)COC)C(OC)OC (N-[2-(benzylthio)-3,3-dimethoxypropyl]-1-(methoxymethyl)-7-[methyl(pyridin-2-ylsulfonyl)amino]-1H-indole-2-carboxamide). Isolated yield 102.8%. RXN SMILES: [CH2:1]([S:8][CH:9]([CH:36]([O:39][CH3:40])[O:37][CH3:38])[CH2:10][NH:11][C:12]([C:14]1[N:15]([CH2:33][O:34][CH3:35])[C:16]2[C:21]([CH:22]=1)=[CH:20][CH:19]=[CH:18][C:17]=2[NH:23][S:24]([C:27]1[CH:32]=[CH:31][CH:30]=[CH:29][N:28]=1)(=[O:26])=[O:25])=[O:13])[C:2]1[CH:7]=[CH:6][CH:5]=[CH:4][CH:3]=1.[C:41](=O)([O-])[O-].[K+].[K+].CI>CN(C)C=O.C(OCC)(=O)C>[CH2:1]([S:8][CH:9]([CH:36]([O:39][CH3:40])[O:37][CH3:38])[CH2:10][NH:11][C:12]([C:14]1[N:15]([CH2:33][O:34][CH3:35])[C:16]2[C:21]([CH:22]=1)=[CH:20][CH:19]=[CH:18][C:17]=2[N:23]([CH3:41])[S:24]([C:27]1[CH:32]=[CH:31][CH:30]=[CH:29][N:28]=1)(=[O:26])=[O:25])=[O:13])[C:2]1[CH:3]=[CH:4][CH:5]=[CH:6][CH:7]=1 |f:1.2.3|. Starting materials: C([O-])([O-])=O.[K+].[K+] (potassium carbonate), CI (methyl iodide), C(C1=CC=CC=C1)SC(CNC(=O)C=1N(C2=C(C=CC=C2C1)NS(=O)(=O)C1=NC=CC=C1)COC)C(OC)OC (N-[2-(benzylthio)-3,3-dimethoxypropyl]-1-(methoxymethyl)-7-[(pyridin-2-ylsulfonyl)amino]-1H-indole-2-carboxamide), C([O-])([O-])=O.[K+].[K+] (potassium carbonate), CI (methyl iodide). The solvent is C(C)(=O)OCC (ethyl acetate), CN(C=O)C (N,N-dimethylformamide). Reported procedure: To a solution of N-[2-(benzylthio)-3,3-dimethoxypropyl]-1-(methoxymethyl)-7-[(pyridin-2-ylsulfonyl)amino]-1H-indole-2-carboxamide (1.52 g) and potassium carbonate (0.54 g) in N,N-dimethylformamide (14 mL) was added methyl iodide (0.16 mL) under ice-cooling, and the mixture was stirred from under ice-cooling to room temperature for 18 hr. The reaction solution was ice-cooled, potassium carbonate (0.30 g) and methyl iodide (0.16 mL) were added again, and the mixture was further stirred from under ... Reactants: BrN1C(CCC1=O)=O (N-bromosuccinimide), C(C)O (ethanol), C(C)(=O)O[C@@H]1[C@@H]([C@H](C[C@H]1N1C=NC2=C1C=C(C(=C2)Cl)Cl)COC(C)=O)OC(C)=O ((1S, 2R, 3R, 5R)-3-(Acetoxymethyl)-5-(5,6-dichloro-1H-benzimidazol-1-yl)-1,2-cyclopentanediyl diacetate), C([O-])([O-])=O.[Na+].[Na+] (sodium carbonate). Solvent: CO (methanol), C(C)(=O)O (acetic acid), CN(C=O)C (N,N-dimethylformamide), O (water). Reaction conditions: temperature 90 celsius. Product: BrC1=NC2=C(N1[C@@H]1C[C@@H]([C@H]([C@H]1O)O)CO)C=C(C(=C2)Cl)Cl ((1S, 2R, 3R, 5R)-5-(2-bromo-5,6-dichloro-1H-benzimidazol-1-yl)-3-(hydroxymethyl)-1,2-cyclopentanediol). As a reaction SMILES: C([O:4][C@H:5]1[C@H:9]([N:10]2[C:14]3[CH:15]=[C:16]([Cl:20])[C:17]([Cl:19])=[CH:18][C:13]=3[N:12]=[CH:11]2)[CH2:8][C@H:7]([CH2:21][O:22]C(=O)C)[C@H:6]1[O:26]C(=O)C)(=O)C.[Br:30]N1C(=O)CCC1=O.C(=O)([O-])[O-].[Na+].[Na+].C(O)C>CN(C)C=O.O.C(O)(=O)C.CO>[Br:30][C:11]1[N:10]([C@H:9]2[C@H:5]([OH:4])[C@H:6]([OH:26])[C@@H:7]([CH2:21][OH:22])[CH2:8]2)[C:14]2[CH:15]=[C:16]([Cl:20])[C:17]([Cl:19])=[CH:18][C:13]=2[N:12]=1 |f:2.3.4|. Procedure: (1S, 2R, 3R, 5R)-3-(Acetoxymethyl)-5-(5,6-dichloro-1H-benzimidazol-1-yl)-1,2-cyclopentanediyl diacetate (2.00 g, 4.51 mmol) was dissolved in dry N,N-dimethylformamide (9 mL) and heated to 90° C. N-bromosuccinimide (1.62 g, 9.02 mmol) was added in four portions over 5 hours. . Volatiles were evaporated in vacuo. The residue was chromatographed on silica gel and product was eluted with 30-50% ethyl acetate-hexanes as a yellow glass (1.00 g, 43%); 1H-NMR(DMSO-d6) consistent with structure. This sam...